From a dataset of the Open Reaction Database (ORD), a public repository of structured organic reaction records. describe an organic reaction: reactants, conditions, products, and yield Starting materials: CNCCNC (N,N′-dimethylethylenediamine), C(C1=CC=CC=C1)OCN1C(COC2=C1C=C(C=C2)Br)=O (4-[(Benzyloxy)methyl]-6-bromo-2H-1,4-benzoxazin-3(4H)-one), O=C1C[C@H](CN1)NC(OC(C)(C)C)=O (tert-butyl [(3R)-5-oxopyrrolidin-3-yl]carbamate), C([O-])([O-])=O.[Cs+].[Cs+] (cesium carbonate). Reagents/catalysts: [Cu]I (copper (I) iodide). The solvent is C(Cl)(Cl)Cl.CO (chloroform methanol), O1CCOCC1 (1,4-dioxane). Run at temperature 100 celsius. Yields the product C(C1=CC=CC=C1)OCN1C(COC2=C1C=C(C=C2)N2C[C@@H](CC2=O)NC(OC(C)(C)C)=O)=O (tert-Butyl [(3R)-1-{4-[(Benzyloxy)methyl]-3-oxo-3,4-dihydro-2H-1,4-benzoxazin-6-yl}-5-oxopyrrolidin-3-yl]carbamate). The yield is 79.8%. As a reaction SMILES: [CH2:1]([O:8][CH2:9][N:10]1[C:15]2[CH:16]=[C:17](Br)[CH:18]=[CH:19][C:14]=2[O:13][CH2:12][C:11]1=[O:21])[C:2]1[CH:7]=[CH:6][CH:5]=[CH:4][CH:3]=1.[O:22]=[C:23]1[NH:27][CH2:26][C@H:25]([NH:28][C:29](=[O:35])[O:30][C:31]([CH3:34])([CH3:33])[CH3:32])[CH2:24]1.C(=O)([O-])[O-].[Cs+].[Cs+].CNCCNC>C(Cl)(Cl)Cl.CO.[Cu]I.O1CCOCC1>[CH2:1]([O:8][CH2:9][N:10]1[C:15]2[CH:16]=[C:17]([N:27]3[C:23](=[O:22])[CH2:24][C@@H:25]([NH:28][C:29](=[O:35])[O:30][C:31]([CH3:33])([CH3:32])[CH3:34])[CH2:26]3)[CH:18]=[CH:19][C:14]=2[O:13][CH2:12][C:11]1=[O:21])[C:2]1[CH:7]=[CH:6][CH:5]=[CH:4][CH:3]=1 |f:2.3.4,6.7|. Reported procedure: In a reaction vessel were weighed and charged 4-[(Benzyloxy)methyl]-6-bromo-2H-1,4-benzoxazin-3(4H)-one (366 mg, 1.05 mmol), tert-butyl [(3R)-5-oxopyrrolidin-3-yl]carbamate (200 mg, 1.00 mmol), cesium carbonate (652 mg, 2.00 mmol) and 1,4-dioxane (5 ml), which was purged with nitrogen gas, subsequently copper (I) iodide (190 mg, 1.00 mmol) and N,N′-dimethylethylenediamine (0.107 ml, 1.00 mmol) were added thereto, and the mixture was stirred with heating for 9 hours on an oil bath at 100° C. Afte... Reactants: CCO, [H][H], Nc1nc(Nc2ccc(Oc3ccnc4[nH]ccc34)c(F)c2)cc(C2CCCN(C(=O)OCc3ccccc3)C2)n1. The product is Nc1nc(Nc2ccc(Oc3ccnc4[nH]ccc34)c(F)c2)cc(C2CCCNC2)n1. RXN SMILES: [CH3:44][CH2:45][OH:46].[H:42][H:43].[NH2:1][c:2]1[n:3][c:4]([NH:24][c:25]2[cH:26][c:27]([F:41])[c:28]([O:31][c:32]3[c:33]4[c:34]([n:35][cH:36][cH:37]3)[nH:38][cH:39][cH:40]4)[cH:29][cH:30]2)[cH:5][c:6]([CH:8]2[CH2:9][N:10]([C:14]([O:15][CH2:16][c:17]3[cH:18][cH:19][cH:20][cH:21][cH:22]3)=[O:23])[CH2:11][CH2:12][CH2:13]2)[n:7]1>>[NH2:1][c:2]1[n:3][c:4]([NH:24][c:25]2[cH:26][c:27]([F:41])[c:28]([O:31][c:32]3[c:33]4[c:34]([n:35][cH:36][cH:37]3)[nH:38][cH:39][cH:40]4)[cH:29][cH:30]2)[cH:5][c:6]([CH:8]2[CH2:9][NH:10][CH2:11][CH2:12][CH2:13]2)[n:7]1. Reactants: FC1=CC=C(C(=C1F)NC1=C(C=C(C=C1)I)F)N (5,6-difluoro-N1-(2-fluoro-4-iodophenyl)benzene-1,2-diamine), S1C=C(C=C1)S(=O)(=O)Cl (thiophene-3-sulfonyl chloride). The product is FC=1C(=C(C=CC1F)NS(=O)(=O)C1=CSC=C1)NC1=C(C=C(C=C1)I)F (N-(3,4-difluoro-2-(2-fluoro-4-iodophenylamino)phenyl)thiophene-3-sulfonamide). As a reaction SMILES: [F:1][C:2]1[C:7]([F:8])=[C:6]([NH:9][C:10]2[CH:15]=[CH:14][C:13]([I:16])=[CH:12][C:11]=2[F:17])[C:5]([NH2:18])=[CH:4][CH:3]=1.[S:19]1[CH:23]=[CH:22][C:21]([S:24](Cl)(=[O:26])=[O:25])=[CH:20]1>>[F:8][C:7]1[C:6]([NH:9][C:10]2[CH:15]=[CH:14][C:13]([I:16])=[CH:12][C:11]=2[F:17])=[C:5]([NH:18][S:24]([C:21]2[CH:22]=[CH:23][S:19][CH:20]=2)(=[O:26])=[O:25])[CH:4]=[CH:3][C:2]=1[F:1]. Reported procedure: According to the general procedure B, 5,6-difluoro-N1-(2-fluoro-4-iodophenyl)benzene-1,2-diamine was reacted with thiophene-3-sulfonyl chloride to obtain the title compound. 1H NMR (300 MHz, CDCl3): δ 8.00 (dd, J=1.2 & 3.3 Hz, 1H), 7.45 (dd, J=0.9 & 5.1 Hz, 1H), 7.35 (m, 2H), 7.27 (m, 2H), 6.91 (dd, J=9.3 & 17.1 Hz, 1H), 6.64 (ddd, 2.1, 4.8 & 8.7 Hz, 1H), 6.34 (dt, J=5.4, 8.7 & 14.1 Hz, 1H), 5.98 d, J=2.1 Hz, D2O exchangeable, 1H). Reactants: O=C1CCC(=O)N1Br, Clc1ccccc1, CCOC(=O)C1=CCCCC1S(=O)(=O)Nc1ccc(F)cc1F, CC(C)(C#N)N=NC(C)(C)C#N. Product: CCOC(=O)C1=CC(Br)CCC1S(=O)(=O)Nc1ccc(F)cc1F. Reaction SMILES: [Br:24][N:25]1[C:26](=[O:27])[CH2:28][CH2:29][C:30]1=[O:31].[Cl:44][c:45]1[cH:46][cH:47][cH:48][cH:49][cH:50]1.[F:1][c:2]1[c:3]([NH:9][S:10](=[O:11])(=[O:12])[CH:13]2[CH2:14][CH2:15][CH2:16][CH:17]=[C:18]2[C:19](=[O:20])[O:21][CH2:22][CH3:23])[cH:4][cH:5][c:6]([F:8])[cH:7]1.[N:32]([C:33]([CH3:34])([CH3:35])[C:36]#[N:37])=[N:38][C:39]([CH3:40])([CH3:41])[C:42]#[N:43]>>[F:1][c:2]1[c:3]([NH:9][S:10](=[O:11])(=[O:12])[CH:13]2[CH2:14][CH2:15][CH:16]([Br:24])[CH:17]=[C:18]2[C:19](=[O:20])[O:21][CH2:22][CH3:23])[cH:4][cH:5][c:6]([F:8])[cH:7]1.